This data is from the Open Reaction Database (ORD), a public repository of structured organic reaction records. The task is: describe an organic reaction: reactants, conditions, products, and yield Reactants: C1(CC=CC1)C(=O)N1CCNCC1 (N-(3-cyclopentenylcarbonyl)piperazine), ClC1=NC2=CC(=C(C=C2C(=N1)N)OC)OC (2-chloro-4-amino-6,7-dimethoxyquinazoline). The product is COC=1C=C2C=NC=NC2=CC1OC (6,7-dimethoxyquinazoline). As a reaction SMILES: C1(C(N2CCNCC2)=O)CC=CC1.Cl[C:15]1[N:24]=[C:23](N)[C:22]2[C:17](=[CH:18][C:19]([O:28][CH3:29])=[C:20]([O:26][CH3:27])[CH:21]=2)[N:16]=1>>[CH3:27][O:26][C:20]1[CH:21]=[C:22]2[C:17](=[CH:18][C:19]=1[O:28][CH3:29])[N:16]=[CH:15][N:24]=[CH:23]2. Procedure: N-(3-cyclopentenylcarbonyl)piperazine (2.7 g., 0.015 mole) and 2-chloro-4-amino-6,7-dimethoxyquinazoline (3.6 g., 0.015 mole) are reacted according to the procedure of Example 127(a). The crude product crystallized from methanol affords analytically pure 4-amino-2-4-(3-cyclopentenylcarbonyl)-1-piperazinyl]-6,7-dimethoxyquinazoline, m.p. 215.5°-217.5° C. (corr.). Starting materials: ClC(Cl)Cl, O=C(OO)c1cccc(Cl)c1, c1ccc(-c2cccnc2-c2ccccc2)cc1. Yields the product [O-][n+]1cccc(-c2ccccc2)c1-c1ccccc1. Reaction SMILES: [CH:30]([Cl:31])([Cl:32])[Cl:33].[Cl:19][c:20]1[cH:21][c:22]([C:27](=[O:24])[O:28][OH:29])[cH:23][cH:25][cH:26]1.[c:1]1(-[c:7]2[n:8][cH:9][cH:10][cH:11][c:12]2-[c:13]2[cH:14][cH:15][cH:16][cH:17][cH:18]2)[cH:2][cH:3][cH:4][cH:5][cH:6]1>>[c:1]1(-[c:7]2[n+:8]([O-:24])[cH:9][cH:10][cH:11][c:12]2-[c:13]2[cH:14][cH:15][cH:16][cH:17][cH:18]2)[cH:2][cH:3][cH:4][cH:5][cH:6]1. Starting materials: CCN(CC1CCCN1C(=O)OC(C)(C)C)c1cccc(Oc2ccccc2)c1, ClCCl, [Na+], [OH-], O=C(O)C(F)(F)F. Product: CCN(CC1CCCN1)c1cccc(Oc2ccccc2)c1. As a reaction SMILES: [C:1]([O:2][C:3](=[O:4])[N:8]1[CH:9]([CH2:13][N:14]([c:15]2[cH:16][c:17]([O:21][c:22]3[cH:23][cH:24][cH:25][cH:26][cH:27]3)[cH:18][cH:19][cH:20]2)[CH2:28][CH3:29])[CH2:10][CH2:11][CH2:12]1)([CH3:5])([CH3:6])[CH3:7].[Cl:39][CH2:40][Cl:41].[Na+:38].[OH-:37].[OH:30][C:31]([C:32]([F:33])([F:34])[F:35])=[O:36]>>[NH:8]1[CH:9]([CH2:13][N:14]([c:15]2[cH:16][c:17]([O:21][c:22]3[cH:23][cH:24][cH:25][cH:26][cH:27]3)[cH:18][cH:19][cH:20]2)[CH2:28][CH3:29])[CH2:10][CH2:11][CH2:12]1. Yield: 84.0%. Solvent: CCOCC (ether), CO (methanol), CO (methanol), [Cl-].[Na+].O (brine). The reactants are C[C@](C(=O)OC)(CCC1=C(C(C(=C(C1=O)C)C)=O)C)OS(=O)(=O)C ((R)-(-)-methyl 2-methyl-2-[(methylsulfonyl)oxy]-4-(2,4,5-trimethyl-3,6-dioxo-1,4-cyclohexadien-1-yl)butanoate), [BH4-].[Na+] (sodium borohydride), Cl (hydrochloric acid), C[O-].[Na+] (sodium methoxide). Yields the product COC(=O)[C@]1(OC2=C(CC1)C(=C(C(=C2C)C)O)C)C ((S)-(+)-3,4-dihydro-6-hydroxy-2,5,7,8-tetramethyl-2H-1-benzopyran-2-carboxylic acid methyl ester). Run at time 2 hour. Procedure details: To a solution of 0.5g (1.4 mmoles) of (R)-(-)-methyl 2-methyl-2-[(methylsulfonyl)oxy]-4-(2,4,5-trimethyl-3,6-dioxo-1,4-cyclohexadien-1-yl)butanoate in 30 ml of methanol, at room temperature, was added a solution of 20.2 mg (0.53 mmole) of sodium borohydride in 10 ml of methanol, dropwise, with stirring. After stirring at room temperature for 50 min, 5.77 ml (7.73 mmoles) of 1.34 M methanolic sodium methoxide was added and stirring was continued for 2 hr, at room temperature. The resulting soluti... Reaction SMILES: [CH3:1][C@@:2]([O:20]S(C)(=O)=O)([CH2:7][CH2:8][C:9]1[C:14](=O)[C:13]([CH3:16])=[C:12]([CH3:17])[C:11](=[O:18])[C:10]=1[CH3:19])[C:3]([O:5][CH3:6])=[O:4].[BH4-].[Na+].C[O-].[Na+].Cl>CO.[Cl-].[Na+].O.CCOCC>[CH3:6][O:5][C:3]([C@:2]1([CH3:1])[CH2:7][CH2:8][C:9]2[C:10]([CH3:19])=[C:11]([OH:18])[C:12]([CH3:17])=[C:13]([CH3:16])[C:14]=2[O:20]1)=[O:4] |f:1.2,3.4,7.8.9|. The reactants are C1=CC=2C=C(C=CC2N1)C. The reagents and catalysts are O1BOC(C)(C)C1(C)C, O1B(OC(C)(C)C1(C)C)B2OC(C)(C)C(O2)(C)C, N=1C=CC(=CC1C=2N=CC=C(C2)C(C)(C)C)C(C)(C)C, C1CC=CCCC=C1.C1CC=CCCC=C1.[Cl-].[Cl-].[Ir].[Ir]. Run in O1CCCC1. Reaction conditions: temperature 80 celsius, time 4 hour. Yields the product O1B(OC(C)(C)C1(C)C)C2=CC(=CC=3C=CNC32)C. Yield: 61.0%. Reactants: O, [Cu]I, Brc1cnc(c(c1)O[C@@H](c1c(ccc(c1)F)C(=O)N(Cc1cn(nn1)CC1CCC1)C)C)N. The reagents and catalysts are c1ccc(cc1)-c2c3ccccc3cc4ccccc24 (9-Phenylanthracene), CC(=O)[O-].[K+] (KOAc), P([C@]12C[C@@H]3C[C@H](C2)C[C@@H](C1)C3)([C@]12C[C@@H]3C[C@@H](C2)C[C@@H](C1)C3)CCCC (cataCXium A), C(O[Pd]OC(C)=O)(C)=O (Pd(OAc)2). Solvent: CCC(C)(C)O (t-AmOH). Reaction conditions: temperature 110 celsius, time 18 hour. Product: C[C@H]1Oc2cc(cnc2N)c3c(CN(C)C(=O)c4ccc(F)cc14)nnn3CC5CCC5. As a reaction SMILES: I[Cu].O.[CH3:1][C@H:2]([c:11]1[c:17]([C:18]([N:20]([CH2:22][c:23]2[n:32][n:31][n:25]([CH2:26][CH:27]3[CH2:30][CH2:29][CH2:28]3)[cH:24]2)[CH3:21])=[O:19])[cH:16][cH:15][c:13]([F:14])[cH:12]1)[O:3][c:4]4[c:9]([NH2:10])[n:8][cH:7][c:6](Br)[cH:5]4>>[CH3:1][C@@H:2]1[c:11]([c:17]2[C:18](=[O:19])[N:20]([CH3:21])[CH2:22][c:23]3[c:24]([n:25]([CH2:26][CH:27]4[CH2:30][CH2:29][CH2:28]4)[n:31][n:32]3)[c:6]5[cH:5][c:4]([c:9]([NH2:10])[n:8][cH:7]5)[O:3]1)[cH:12][c:13]([F:14])[cH:15][cH:16]2.